Dataset: the Open Reaction Database (ORD), a public repository of structured organic reaction records. Task: describe an organic reaction: reactants, conditions, products, and yield The reactants are ice water, [H-].[Na+] (Sodium hydride), FC1=C(C=CC(=C1)F)S (2,4-difluorobenzenethiol), BrCCCOC1OCCCC1 (2-(3-bromopropoxy)oxane). The solvent is C1CCOC1 (THF). Reaction conditions: time 16 hour. The product is FC1=C(C=CC(=C1)F)SCCCOC1OCCCC1 (2-[3-(2,4-difluorophenyl)sulfanylpropoxy]oxane). Isolated yield 84.0%. RXN SMILES: [H-].[Na+].[F:3][C:4]1[CH:9]=[C:8]([F:10])[CH:7]=[CH:6][C:5]=1[SH:11].Br[CH2:13][CH2:14][CH2:15][O:16][CH:17]1[CH2:22][CH2:21][CH2:20][CH2:19][O:18]1>C1COCC1>[F:3][C:4]1[CH:9]=[C:8]([F:10])[CH:7]=[CH:6][C:5]=1[S:11][CH2:13][CH2:14][CH2:15][O:16][CH:17]1[CH2:22][CH2:21][CH2:20][CH2:19][O:18]1 |f:0.1|. Procedure details: Sodium hydride (60%) (1.72 g, 44.8 mmol) was added to a solution of 2,4-difluorobenzenethiol (CAS no. 1996-44-7) (4.6 mL, 40 mmol) in THF (150 mL) at 0° C., under argon. The mixture was allowed to warm to room temperature and 2-(3-bromopropoxy)oxane (CAS no. 33821-94-2) (7.6 mL, 45 mmol) was added. The reaction was stirred at ambient temperature for 16 hours. The mixture was poured into ice/water (250 mL) and extracted with ethyl acetate (250 mL). The organic extract was washed with brine, dried... Starting materials: [Cl-].ClC=1C=C(C=CC1OC)[C@H](C)[NH3+] ((S)-1-(3-chloro-4-methoxyphenyl)ethanaminium chloride), C(C)(C)(C)OC(=O)C1=C(C=CC=C1)C1=CC=C(C=C1)CN1C(=C(C2=CC(=CC=C12)C(=O)O)C)C (1-((2′-(tert-butoxycarbonyl)-[1,1′-biphenyl]-4-yl)methyl)-2,3-dimethyl-1H-indole-5-carboxylic acid), C(C)(C)(C)OC(=O)C1=C(C=CC=C1)C1=CC=C(C=C1)CN1C(=C(C2=CC(=CC=C12)C(=O)O)C)C (1-((2′-(tert-butoxycarbonyl)-[1,1′-biphenyl]-4-yl)methyl)-2,3-dimethyl-1H-indole-5-carboxylic acid). Yields the product ClC=1C=C(C=CC1OC)[C@H](C)NC(=O)C=1C=C2C(=C(N(C2=CC1)CC1=CC=C(C=C1)C=1C(=CC=CC1)C(=O)O)C)C ((S)-4′-((5-((1-(3-chloro-4-methoxyphenyl)ethyl)carbamoyl)-2,3-dimethyl-1H-indol-1-yl)methyl)-[1,1′-biphenyl]-2-carboxylic acid). Reaction SMILES: [Cl-].[Cl:2][C:3]1[CH:4]=[C:5]([C@@H:11]([NH3+:13])[CH3:12])[CH:6]=[CH:7][C:8]=1[O:9][CH3:10].C([O:18][C:19]([C:21]1[CH:26]=[CH:25][CH:24]=[CH:23][C:22]=1[C:27]1[CH:32]=[CH:31][C:30]([CH2:33][N:34]2[C:42]3[C:37](=[CH:38][C:39]([C:43](O)=[O:44])=[CH:40][CH:41]=3)[C:36]([CH3:46])=[C:35]2[CH3:47])=[CH:29][CH:28]=1)=[O:20])(C)(C)C>>[Cl:2][C:3]1[CH:4]=[C:5]([C@@H:11]([NH:13][C:43]([C:39]2[CH:38]=[C:37]3[C:42](=[CH:41][CH:40]=2)[N:34]([CH2:33][C:30]2[CH:29]=[CH:28][C:27]([C:22]4[C:21]([C:19]([OH:20])=[O:18])=[CH:26][CH:25]=[CH:24][CH:23]=4)=[CH:32][CH:31]=2)[C:35]([CH3:47])=[C:36]3[CH3:46])=[O:44])[CH3:12])[CH:6]=[CH:7][C:8]=1[O:9][CH3:10] |f:0.1|. Procedure: The title compound was prepared following the same general synthetic procedure as described in Steps 3-4, Example 2, starting with (S)-1-(3-chloro-4-methoxyphenyl)ethanaminium chloride and 1-((2′-(tert-butoxycarbonyl)-[1,1′-biphenyl]-4-yl)methyl)-2,3-dimethyl-1H-indole-5-carboxylic acid instead of (S)-1-(4-(tert-butyl)phenyl)ethanaminium chloride and 1-((2′-(tert-butoxycarbonyl)-[1,1′-biphenyl]-4-yl)methyl)-2,3-dimethyl-1H-indole-5-carboxylic acid. ESI-MS (m/z): 567 [M+1]+. Starting materials: CC=1C=CC2=C(NC3=C(NC2=O)C=CC=C3)N1 (6,11-dihydro-2-methyl-5H-pyrido[2,3-b][1,5]-benzodiazepin-5-one), [H-].[Na+] (sodium hydride), CI (methyl iodide). Run in CN(C=O)C (dimethyl formamide), CN(C=O)C (dimethyl formamide). Reaction conditions: temperature 30 celsius, time 1 hour. Yields the product CC=1C=CC2=C(NC3=C(N(C2=O)C)C=CC=C3)N1 (6,11-Dihydro-2,6-dimethyl-5H-pyrido[2,3-b][1,5]benzodiazepin-5-one). RXN SMILES: [CH3:1][C:2]1[CH:3]=[CH:4][C:5]2[C:11](=[O:12])[NH:10][C:9]3[CH:13]=[CH:14][CH:15]=[CH:16][C:8]=3[NH:7][C:6]=2[N:17]=1.[H-].[Na+].[CH3:20]I>CN(C)C=O>[CH3:1][C:2]1[CH:3]=[CH:4][C:5]2[C:11](=[O:12])[N:10]([CH3:20])[C:9]3[CH:13]=[CH:14][CH:15]=[CH:16][C:8]=3[NH:7][C:6]=2[N:17]=1 |f:1.2|. Procedure details: A mixture consisting of 11.3 gm (0.05 mol) of 6,11-dihydro-2-methyl-5H-pyrido[2,3-b][1,5]-benzodiazepin-5-one (prepared according to C.A. 74, 53868y, 1971), 150 ml of dimethyl formamide, and 2.8 gm of 50% sodium hydride in mineral oil was stirred at 30° C. in a nitrogen atmosphere for 1 hour. Then, a solution of 10.7 gm (0.075 mol) of methyl iodide in 30 ml of dimethyl formamide was added dropwise while stirring, and the mixture was heated on an oil bath at 100° C. for 3 hours while stirring and... Reactants: C12C(C3CC(CC(C1)C3)C2)NC(=O)C=2C=NN(C2Cl)C2=CC=CC=C2 (5-chloro-1-phenyl-1H-pyrazole-4-carboxylic acid adamantan-2-ylamide), C12C(C3CC(CC(C1)C3)C2)NC(=O)C=2C=NN(C2Cl)C2=CC=CC=C2 (5-chloro-1-phenyl-1H-pyrazole-4-carboxylic acid adamantan-2-ylamide), C(C1=CC=CC=C1)N (benzylamine). The product is C12C(C3CC(CC(C1)C3)C2)NC(=O)C=2C=NN(C2NCC2=CC=CC=C2)C2=CC=CC=C2 (5-Benzylamino-1-phenyl-1H-pyrazole-4-carboxylic acid adamantan-2-ylamide). As a reaction SMILES: [CH:1]12[CH2:10][CH:5]3[CH2:6][CH:7]([CH2:9][CH:3]([CH2:4]3)[CH:2]1[NH:11][C:12]([C:14]1[CH:15]=[N:16][N:17]([C:20]3[CH:25]=[CH:24][CH:23]=[CH:22][CH:21]=3)[C:18]=1Cl)=[O:13])[CH2:8]2.[CH2:26]([NH2:33])[C:27]1[CH:32]=[CH:31][CH:30]=[CH:29][CH:28]=1>>[CH:1]12[CH2:10][CH:5]3[CH2:6][CH:7]([CH2:9][CH:3]([CH2:4]3)[CH:2]1[NH:11][C:12]([C:14]1[CH:15]=[N:16][N:17]([C:20]3[CH:25]=[CH:24][CH:23]=[CH:22][CH:21]=3)[C:18]=1[NH:33][CH2:26][C:27]1[CH:32]=[CH:31][CH:30]=[CH:29][CH:28]=1)=[O:13])[CH2:8]2. Procedure details: 5-Benzylamino-1-phenyl-1H-pyrazole-4-carboxylic acid adamantan-2-ylamide was prepared using Procedure A from 5-chloro-1-phenyl-1H-pyrazole-4-carboxylic acid adamantan-2-ylamide (Intermediate 3) and benzylamine. Mass spectrum (ES) MH+=427.